From a dataset of the Open Reaction Database (ORD), a public repository of structured organic reaction records. describe an organic reaction: reactants, conditions, products, and yield Starting materials: ClCCl, O=C=NC(=O)c1c(Cl)cccc1Cl, Nc1noc2ccccc12. Yields the product O=C(NC(=O)c1c(Cl)cccc1Cl)Nc1noc2ccccc12. RXN SMILES: [CH2:24]([Cl:25])[Cl:26].[Cl:11][c:12]1[c:13]([C:14](=[O:15])[N:16]=[C:17]=[O:18])[c:19]([Cl:23])[cH:20][cH:21][cH:22]1.[NH2:1][c:2]1[n:3][o:4][c:5]2[c:6]1[cH:7][cH:8][cH:9][cH:10]2>>[NH:1]([c:2]1[n:3][o:4][c:5]2[c:6]1[cH:7][cH:8][cH:9][cH:10]2)[C:17]([NH:16][C:14]([c:13]1[c:12]([Cl:11])[cH:22][cH:21][cH:20][c:19]1[Cl:23])=[O:15])=[O:18]. Starting materials: F[B-](F)(F)F.C(C)[O+](CC)CC (triethyloxonium fluoroborate), C([O-])([O-])=O.[K+].[K+] (potassium carbonate), C[O-].[Na+] (sodium methoxide), lactam ether, product, Br.BrCCN (2-bromoethylamine hydrobromide), C(=O)(OCC)C1C(NCCC1)=O (3-carboethoxy-2-piperidone). Run in C(Cl)Cl (methylenechloride), C(C)O (ethanol), C(Cl)Cl (methylenechloride). Conditions: time 6 hour. Yields the product N1CCN2C1=C(CCC2)C(=O)OCC (ethyl 1,2,3,5,6,7-hexahydroimidazo[1,2-a]-pyridine-8-carboxylate). As a reaction SMILES: [C:1]([CH:6]1[CH2:11][CH2:10][CH2:9][NH:8][C:7]1=O)([O:3][CH2:4][CH3:5])=[O:2].F[B-](F)(F)F.C([O+](CC)CC)C.C(=O)([O-])[O-].[K+].[K+].Br.Br[CH2:33][CH2:34][NH2:35].C[O-].[Na+]>C(Cl)Cl.C(O)C>[NH:35]1[C:7]2=[C:6]([C:1]([O:3][CH2:4][CH3:5])=[O:2])[CH2:11][CH2:10][CH2:9][N:8]2[CH2:33][CH2:34]1 |f:1.2,3.4.5,6.7,8.9|. Procedure details: A solution of 3-carboethoxy-2-piperidone (25 g., 0.15 mole) in methylenechloride (150 ml.) is added dropwise with stirring at 0° C. to a solution of triethyloxonium fluoroborate (29 g.) in methylenechloride (150 ml.). After stirring for six hours, 33 g. of a 50% aqueous potassium carbonate solution is added and the organic layer is separated, dried over anhydrous K2CO3, filtered and concentrated under reduced pressure. Distillation of the concentrate gives 7.1 g. of the lactam ether, b.p. 90°/5 ...